From a dataset of the Open Reaction Database (ORD), a public repository of structured organic reaction records. describe an organic reaction: reactants, conditions, products, and yield Starting materials: C1CCOC1, CCCCS, CC(=O)O, [H-], [Na+], CC(C)Oc1ccc2c(c1)C(Cl)=C(C(=O)O)C(c1ccc3c(c1)OCO3)O2. The product is CCCCSC1=C(C(=O)O)C(c2ccc3c(c2)OCO3)Oc2ccc(OC(C)C)cc21. Reaction SMILES: [CH2:39]1[O:40][CH2:41][CH2:42][CH2:43]1.[CH2:3]([CH2:4][CH2:5][CH3:6])[SH:7].[CH3:35][C:36](=[O:37])[OH:38].[H-:1].[Na+:2].[O:8]1[CH2:9][O:10][c:11]2[c:12]1[cH:13][cH:14][c:15]([CH:17]1[O:18][c:19]3[cH:20][cH:21][c:22]([O:31][CH:32]([CH3:33])[CH3:34])[cH:23][c:24]3[C:25]([Cl:30])=[C:26]1[C:27](=[O:28])[OH:29])[cH:16]2>>[CH2:3]([CH2:4][CH2:5][CH3:6])[S:7][C:25]1=[C:26]([C:27](=[O:28])[OH:29])[CH:17]([c:15]2[cH:14][cH:13][c:12]3[c:11]([cH:16]2)[O:10][CH2:9][O:8]3)[O:18][c:19]2[cH:20][cH:21][c:22]([O:31][CH:32]([CH3:33])[CH3:34])[cH:23][c:24]21. Starting materials: CCC#N, CN(C)c1ccncc1, Fc1ncc(C(F)(F)F)cc1Cl, N#C[Na], O. Yields the product N#Cc1ncc(C(F)(F)F)cc1Cl. Reaction SMILES: [C:17](#[N:18])[CH2:19][CH3:20].[CH3:21][N:22]([CH3:23])[c:24]1[cH:25][cH:26][n:27][cH:28][cH:29]1.[Cl:4][c:5]1[c:6]([F:15])[n:7][cH:8][c:9]([C:11]([F:12])([F:13])[F:14])[cH:10]1.[Na:1][C:2]#[N:3].[OH2:16]>>[C:2](#[N:3])[c:6]1[c:5]([Cl:4])[cH:10][c:9]([C:11]([F:12])([F:13])[F:14])[cH:8][n:7]1. The reactants are 139, [N+](=O)([O-])C1=C(C=CC=C1)O (2-nitrophenol), C([O-])([O-])=O.[K+].[K+] (potassium carbonate), ClCC1OC1 (2-(chloromethyl)oxirane). Solvent: CC(C)=O (2-propanone). Run at time 2 day. The product is 38, [N+](=O)([O-])C1=C(OCC2OC2)C=CC=C1 (2-(2-nitrophenoxymethyl)oxirane). Yield: 20.0%. Reaction SMILES: [N+:1]([C:4]1[CH:9]=[CH:8][CH:7]=[CH:6][C:5]=1[OH:10])([O-:3])=[O:2].C(=O)([O-])[O-].[K+].[K+].Cl[CH2:18][CH:19]1[CH2:21][O:20]1>CC(=O)C>[N+:1]([C:4]1[CH:9]=[CH:8][CH:7]=[CH:6][C:5]=1[O:10][CH2:18][CH:19]1[CH2:21][O:20]1)([O-:3])=[O:2] |f:1.2.3|. Procedure: To a stirred solution of 139 parts of 2-nitrophenol and 138 parts of potassium carbonate in 640 parts of 2-propanone are added dropwise 215 parts of 2-(chloromethyl)oxirane. Upon completion, stirring is continued for 2 days at reflux. The formed precipitate is filtered off and the filter-cake is washed with 2-propanone. The filtrate is evaporated. The residue is crystallized from a mixture of 2,2'-oxybispropane and petroleumether (1:1 by volume). The product is filtered off and dried, yielding 3... Starting materials: [CH2]C, CC(=O)O, O=c1[nH]c2ccccc2c2cc(CO)nn12. Yields the product CC(=O)OCc1cc2c3ccccc3[nH]c(=O)n2n1. RXN SMILES: [CH2:21][CH3:22].[CH3:17][C:18]([OH:19])=[O:20].[OH:1][CH2:2][c:3]1[n:4][n:5]2[c:6](=[O:16])[nH:7][c:8]3[cH:9][cH:10][cH:11][cH:12][c:13]3[c:14]2[cH:15]1>>[O:1]([CH2:2][c:3]1[n:4][n:5]2[c:6](=[O:16])[nH:7][c:8]3[cH:9][cH:10][cH:11][cH:12][c:13]3[c:14]2[cH:15]1)[C:18]([CH3:17])=[O:19]. The reactants are Cc1cc(C)cc(C=O)c1, CC[O-], CCO, CCOC(=O)CN=[N+]=[N-], [Na+], O. Product: CCOC(=O)C(=Cc1cc(C)cc(C)c1)N=[N+]=[N-]. Reaction SMILES: [CH3:1][c:2]1[cH:3][c:4]([CH:5]=[O:6])[cH:7][c:8]([CH3:10])[cH:9]1.[CH3:21][CH2:22][O-:23].[CH3:25][CH2:26][OH:27].[N:11](=[N+:12]=[N-:13])[CH2:14][C:15](=[O:16])[O:17][CH2:18][CH3:19].[Na+:20].[OH2:24]>>[CH3:1][c:2]1[cH:3][c:4]([CH:5]=[C:14]([N:11]=[N+:12]=[N-:13])[C:15](=[O:16])[O:17][CH2:18][CH3:19])[cH:7][c:8]([CH3:10])[cH:9]1.